Task: describe an organic reaction: reactants, conditions, products, and yield. Dataset: the Open Reaction Database (ORD), a public repository of structured organic reaction records Reactants: C(#N)C=1C=C(C(=O)O)C=C(N1)C (2-Cyano-6-methyl-isonicotinic acid), Cl.ClC=1C=C(C=CC1[C@@H]1CNCCO1)NC(C1=CC(=NC=C1)OCC)=O ((R)—N-(3-Chloro-4-(morpholin-2-yl)phenyl)-2-ethoxyisonicotinamide hydrochloride). Yields the product Cl.ClC=1C=C(C=CC1[C@H]1CNCCO1)NC(C1=CC(=NC(=C1)C)C#N)=O ((S)—N-(3-Chloro-4-(morpholin-2-yl)phenyl)-2-cyano-6-methylisonicotinamide hydrochloride). As a reaction SMILES: [C:1]([C:3]1[CH:4]=[C:5]([CH:9]=[C:10]([CH3:12])[N:11]=1)[C:6]([OH:8])=O)#[N:2].Cl.[Cl:14][C:15]1[CH:16]=[C:17]([NH:27]C(=O)C2C=CN=C(OCC)C=2)[CH:18]=[CH:19][C:20]=1[C@H:21]1[O:26][CH2:25][CH2:24][NH:23][CH2:22]1>>[ClH:14].[Cl:14][C:15]1[CH:16]=[C:17]([NH:27][C:6](=[O:8])[C:5]2[CH:9]=[C:10]([CH3:12])[N:11]=[C:3]([C:1]#[N:2])[CH:4]=2)[CH:18]=[CH:19][C:20]=1[C@@H:21]1[O:26][CH2:25][CH2:24][NH:23][CH2:22]1 |f:1.2,3.4|. Procedure details: In analogy to example 83, step a) using 2-Cyano-6-methyl-isonicotinic acid instead of 2-(trifluoromethyl)-4-pyridinecarboxylic acid (CAS 131747-41-6) and (−)-(S)-2-(4-Amino-2-chloro-phenyl)-morpholine-4-carboxylic acid tert-butyl ester (preparation described in example 91) instead of (+)-(R)-2-(4-Amino-2-fluoro-phenyl)-morpholine-4-carboxylic acid tert-butyl ester. Reactants: C1CCOC1, ClC(Cl)Cl, Oc1ccccc1F, N, CCOC(=O)N=NC(=O)OCC, CC(C)C(=O)Nc1cccc(C2CCN(CCC(O)c3ccccc3)CC2)c1, c1ccc(P(c2ccccc2)c2ccccc2)cc1. Yields the product CC(C)C(=O)Nc1cccc(C2CCN(CCC(Oc3ccccc3F)c3ccccc3)CC2)c1. As a reaction SMILES: [CH2:69]1[O:70][CH2:71][CH2:72][CH2:73]1.[Cl:74][CH:75]([Cl:76])[Cl:77].[F:29][c:30]1[c:31]([OH:36])[cH:32][cH:33][cH:34][cH:35]1.[NH3:68].[O:56]=[C:57]([O:58][CH2:59][CH3:60])[N:61]=[N:62][C:63]([O:64][CH2:65][CH3:66])=[O:67].[OH:1][CH:2]([CH2:3][CH2:4][N:5]1[CH2:6][CH2:7][CH:8]([c:11]2[cH:12][c:13]([NH:17][C:18]([CH:19]([CH3:20])[CH3:21])=[O:22])[cH:14][cH:15][cH:16]2)[CH2:9][CH2:10]1)[c:23]1[cH:24][cH:25][cH:26][cH:27][cH:28]1.[c:37]1([P:38]([c:39]2[cH:40][cH:41][cH:42][cH:43][cH:44]2)[c:45]2[cH:46][cH:47][cH:48][cH:49][cH:50]2)[cH:51][cH:52][cH:53][cH:54][cH:55]1>>[O:1]([CH:2]([CH2:3][CH2:4][N:5]1[CH2:6][CH2:7][CH:8]([c:11]2[cH:12][c:13]([NH:17][C:18]([CH:19]([CH3:20])[CH3:21])=[O:22])[cH:14][cH:15][cH:16]2)[CH2:9][CH2:10]1)[c:23]1[cH:24][cH:25][cH:26][cH:27][cH:28]1)[c:31]1[c:30]([F:29])[cH:35][cH:34][cH:33][cH:32]1.